From a dataset of the Open Reaction Database (ORD), a public repository of structured organic reaction records. describe an organic reaction: reactants, conditions, products, and yield Starting materials: [Li]CCCC (n-BuLi), ClC1=NC2=C(C=C(C=C2C(=C1C1=CC=CC=C1)Cl)C(=O)C=1C=NC(=CC1)C)C ((2,4-dichloro-8-methyl-3-phenylquinolin-6-yl)(6-methylpyridin-3-yl)methanone), ClC1=NC2=C(C=C(C=C2C(=C1C1=CC=CC=C1)Cl)C(=O)C=1C=NC(=CC1)C)C ((2,4-dichloro-8-methyl-3-phenylquinolin-6-yl)(6-methylpyridin-3-yl)methanone), BrC=1SC=CC1C (2-bromo-3-methylthiophene). The solvent is C1CCOC1 (THF). Conditions: temperature -70 celsius, time 15 minute. Yields the product ClC1=NC2=C(C=C(C=C2C(=C1C1=CC=CC=C1)Cl)C(O)(C=1SC=CC1C)C=1C=NC(=CC1)C)C ((2,4-Dichloro-8-methyl-3-phenylquinolin-6-yl)(6-methylpyridin-3-yl)(3-methylthiophen-2-yl)methanol). RXN SMILES: [Cl:1][C:2]1[C:11]([C:12]2[CH:17]=[CH:16][CH:15]=[CH:14][CH:13]=2)=[C:10]([Cl:18])[C:9]2[C:4](=[C:5]([CH3:28])[CH:6]=[C:7]([C:19]([C:21]3[CH:22]=[N:23][C:24]([CH3:27])=[CH:25][CH:26]=3)=[O:20])[CH:8]=2)[N:3]=1.Br[C:30]1[S:31][CH:32]=[CH:33][C:34]=1[CH3:35].[Li]CCCC>C1COCC1>[Cl:1][C:2]1[C:11]([C:12]2[CH:13]=[CH:14][CH:15]=[CH:16][CH:17]=2)=[C:10]([Cl:18])[C:9]2[C:4](=[C:5]([CH3:28])[CH:6]=[C:7]([C:19]([C:21]3[CH:22]=[N:23][C:24]([CH3:27])=[CH:25][CH:26]=3)([C:30]3[S:31][CH:32]=[CH:33][C:34]=3[CH3:35])[OH:20])[CH:8]=2)[N:3]=1. Reported procedure: A yellow mixture of (2,4-dichloro-8-methyl-3-phenylquinolin-6-yl)(6-methylpyridin-3-yl)methanone (35 mg, 0.0859 mmol, Intermediate 47, step c) and 2-bromo-3-methylthiophene (25.2 mg, 0.142 mmol) in THF (0.52 mL) was stirred at ˜−70° C. under argon while n-BuLi (0.0811 mL, 1.59 M in hexane, 0.129 mmol) was added dropwise over 1.5 min. The reddish-amber reaction was stirred for an additional 15 min at ˜−70° C. before transferring it to an ice bath. The resulting solution was stirred at 0° C. for 5... The reactants are O1C(COC2=CC=C(C=C2)CC(C)=O)C1 (4-(2,3-epoxypropoxy)phenylacetone), C=1C=CC(=CC1)N2CCNCC2 (phenylpiperazine). Solvent: CC(=O)C (acetone). Yields the product C(C(C)=O)C1=CC=C(OCC(CN2CCN(CC2)C2=CC=CC=C2)O)C=C1 (1-[4-(propan-2-on-yl)-phenoxy]-3-(4-phenylpiperazin-1-yl)-propan-2-ol). Yield: 92.5%. RXN SMILES: [O:1]1[CH2:15][CH:2]1[CH2:3][O:4][C:5]1[CH:10]=[CH:9][C:8]([CH2:11][C:12](=[O:14])[CH3:13])=[CH:7][CH:6]=1.[CH:16]1[CH:17]=[CH:18][C:19]([N:22]2[CH2:27][CH2:26][NH:25][CH2:24][CH2:23]2)=[CH:20][CH:21]=1>CC(C)=O>[CH2:11]([C:8]1[CH:9]=[CH:10][C:5]([O:4][CH2:3][CH:2]([OH:1])[CH2:15][N:25]2[CH2:26][CH2:27][N:22]([C:19]3[CH:20]=[CH:21][CH:16]=[CH:17][CH:18]=3)[CH2:23][CH2:24]2)=[CH:6][CH:7]=1)[C:12](=[O:14])[CH3:13]. Reported procedure: 10.0 g of 4-(2,3-epoxypropoxy)phenylacetone are dissolved in 60 ml of acetone and the solution is heated under reflux with 7.64 g of phenylpiperazine for 3 hours. The mixture is allowed to cool and the product which has crystallised out is filtered off with suction. 16.05 g of 1-[4-(propan-2-on-yl)-phenoxy]-3-(4-phenylpiperazin-1-yl)-propan-2-ol are obtained.